This data is from the Open Reaction Database (ORD), a public repository of structured organic reaction records. The task is: describe an organic reaction: reactants, conditions, products, and yield The reactants are Brc1ccc(Br)cc1, O=C([O-])[O-], Cc1ccccc1, [Cu]I, [K+], [K+], c1ccc2c(c1)[nH]c1ccccc12. Product: Brc1ccc(-n2c3ccccc3c3ccccc32)cc1. RXN SMILES: [Br:1][c:2]1[cH:3][cH:4][c:5]([Br:8])[cH:6][cH:7]1.[C:22](=[O:23])([O-:24])[O-:25].[CH3:30][c:31]1[cH:32][cH:33][cH:34][cH:35][cH:36]1.[Cu:28][I:29].[K+:26].[K+:27].[cH:9]1[cH:10][cH:11][c:12]2[c:13]([cH:14]1)[nH:15][c:16]1[cH:17][cH:18][cH:19][cH:20][c:21]21>>[c:2]1(-[n:15]2[c:13]3[c:12]([cH:11][cH:10][cH:9][cH:14]3)[c:21]3[c:16]2[cH:17][cH:18][cH:19][cH:20]3)[cH:3][cH:4][c:5]([Br:8])[cH:6][cH:7]1. The reactants are CCOCC(O)(COCC)C(Cc1ccc2ccccc2c1)[N+](=O)[O-], CC(C)O. Yields the product CCOCC(O)(COCC)C(N)Cc1ccc2ccccc2c1. As a reaction SMILES: [CH2:1]([CH3:2])[O:3][CH2:4][C:5]([CH:6]([CH2:7][c:8]1[cH:9][c:10]2[cH:11][cH:12][cH:13][cH:14][c:15]2[cH:16][cH:17]1)[N+:18]([O-:19])=[O:20])([OH:21])[CH2:22][O:23][CH2:24][CH3:25].[CH:26]([OH:27])([CH3:28])[CH3:29]>>[CH2:1]([CH3:2])[O:3][CH2:4][C:5]([CH:6]([CH2:7][c:8]1[cH:9][c:10]2[cH:11][cH:12][cH:13][cH:14][c:15]2[cH:16][cH:17]1)[NH2:18])([OH:21])[CH2:22][O:23][CH2:24][CH3:25]. The reactants are O=C([O-])[O-], CON=C(C1=NOCCO1)c1ccccc1O, CC#N, CS(=O)(=O)c1nccc(Cl)n1, [K+], [K+]. The product is CON=C(C1=NOCCO1)c1ccccc1Oc1nccc(Cl)n1. RXN SMILES: [C:29](=[O:30])([O-:31])[O-:32].[CH3:12][O:13][N:14]=[C:15]([c:16]1[c:17]([OH:22])[cH:18][cH:19][cH:20][cH:21]1)[C:23]1=[N:24][O:25][CH2:26][CH2:27][O:28]1.[CH3:35][C:36]#[N:37].[Cl:1][c:2]1[n:3][c:4]([S:8]([CH3:9])(=[O:10])=[O:11])[n:5][cH:6][cH:7]1.[K+:33].[K+:34]>>[Cl:1][c:2]1[n:3][c:4]([O:22][c:17]2[c:16]([C:15](=[N:14][O:13][CH3:12])[C:23]3=[N:24][O:25][CH2:26][CH2:27][O:28]3)[cH:21][cH:20][cH:19][cH:18]2)[n:5][cH:6][cH:7]1. Reaction conditions: temperature 78 celsius. The yield is 83.8%. Reactants: COC(C1=C(C(=CC(=C1)Br)C)N)=O (2-amino-3-methyl 5-bromobenzoic acid methyl ester), C(C)N(CCN)CC (N,N-diethyl ethylenediamine). Reaction SMILES: CO[C:3](=[O:13])[C:4]1[CH:9]=[C:8]([Br:10])[CH:7]=[C:6]([CH3:11])[C:5]=1[NH2:12].[CH2:14]([N:16]([CH2:20][CH3:21])[CH2:17][CH2:18][NH2:19])[CH3:15]>C(O)C>[CH2:14]([N:16]([CH2:17][CH2:18][NH:19][C:3](=[O:13])[C:4]1[CH:9]=[C:8]([Br:10])[CH:7]=[C:6]([CH3:11])[C:5]=1[NH2:12])[CH2:20][CH3:21])[CH3:15]. Procedure details: To a 100 mL round-bottom flask, 0.1 mol of 2-amino-3-methyl 5-bromobenzoic acid methyl ester having the structural formula of VIII-2, 100 mL of ethanol, 0.3 mol of N,N-diethyl ethylenediamine were added, heated to 78° C. and reacted for 4 hours, after treatment 27.5 grams of N-diethylaminoethyl-2-amino-3-methyl-5-bromobenzamide having a structural formula of III-2 was obtained, and the yield was 84.2%; The solvent is C(C)O (ethanol). Product: C(C)N(CC)CCNC(C1=C(C(=CC(=C1)Br)C)N)=O (N-diethylaminoethyl-2-amino-3-methyl-5-bromobenzamide). Starting materials: C(C)(C)N1C(N(C2=C1C=CC=C2)C(=O)NCC2CCN(CC2)CC2(CCOCC2)C(=O)O)=O (4-{[4-({[(3-isopropyl-2-oxo-2,3-dihydro-1H-benzimidazol-1-yl)carbonyl]amino}methyl)piperidin-1-yl]methyl}tetrahydro-2H-pyran-4-carboxylic acid). Reagents/catalysts: [Ni] (Ni). Run in CO (methanol). Yields the product NCC1(CCOCC1)C(=O)OC(C)(C)C (tert-butyl 4-(aminomethyl)tetrahydro-2H-pyran-4-carboxylate). Yield: 165.8%. RXN SMILES: C(N1C2C=CC=CC=2N(C(NCC2CC[N:20]([CH2:23][C:24]3([C:30]([OH:32])=[O:31])[CH2:29][CH2:28][O:27][CH2:26][CH2:25]3)CC2)=O)C1=O)(C)C>CO.[Ni]>[NH2:20][CH2:23][C:24]1([C:30]([O:32][C:24]([CH3:29])([CH3:25])[CH3:23])=[O:31])[CH2:25][CH2:26][O:27][CH2:28][CH2:29]1. Procedure: A mixture of tert-butyl 4-cyanotetrahydro-2H-pyran-4-carboxylate (18.95 g, 0.0897 mol, step 1) and Raney Ni (1.00 g) in methanol (200 mL) was hydrogenated (3 atm) at room temperature for 12 h. Then, the mixture was filtered through a pad of Celite, and the filtrate was concentrated in vacuo to give 16.01 g (83%) of the title compound as a yellow syrup. The reactants are CC(C)(C)NC(=O)c1cccc(CN2CCN(C(=O)c3ccc([N+](=O)[O-])cc3F)CC2)c1, CC(C)O, Cl, [Fe]. Product: CC(C)(C)NC(=O)c1cccc(CN2CCN(C(=O)c3ccc(N)cc3F)CC2)c1. Reaction SMILES: [C:1]([CH3:2])([CH3:3])([CH3:4])[NH:5][C:6]([c:7]1[cH:8][c:9]([CH2:13][N:14]2[CH2:15][CH2:16][N:17]([C:20]([c:21]3[c:22]([F:30])[cH:23][c:24]([N+:27]([O-:28])=[O:29])[cH:25][cH:26]3)=[O:31])[CH2:18][CH2:19]2)[cH:10][cH:11][cH:12]1)=[O:32].[CH3:34][CH:35]([OH:36])[CH3:37].[ClH:33].[Fe:38]>>[C:1]([CH3:2])([CH3:3])([CH3:4])[NH:5][C:6]([c:7]1[cH:8][c:9]([CH2:13][N:14]2[CH2:15][CH2:16][N:17]([C:20]([c:21]3[c:22]([F:30])[cH:23][c:24]([NH2:27])[cH:25][cH:26]3)=[O:31])[CH2:18][CH2:19]2)[cH:10][cH:11][cH:12]1)=[O:32].